This data is from the Open Reaction Database (ORD), a public repository of structured organic reaction records. The task is: describe an organic reaction: reactants, conditions, products, and yield Reactants: [B-](F)(F)(F)F.CN(C)C(=[N+](C)C)ON1C(=O)CCC1=O (TSTU), CCN(C(C)C)C(C)C (DIPEA), C1(C(O)CC(N1C(C(=O)O)C)=O)=O (Malimidopropionic acid), C1CCOC1 (THF). Product: O=C1N(C(CC1)=O)OC(CCN1C(C=CC1=O)=O)=O (3-(2,5-Dioxo-2,5-dihydropyrrol-1-yl)propionic acid 2,5-dioxopyrrolidin-1-yl ester). RXN SMILES: [C:1]1(=[O:13])[N:6]([CH:7]([CH3:11])C(O)=O)[C:5](=[O:12])[CH2:4][CH:2]1O.[B-](F)(F)(F)F.CN([C:22]([O:26][N:27]1[C:32](=[O:33])[CH2:31][CH2:30][C:28]1=[O:29])=[N+](C)C)C.CCN(C(C)C)C(C)C.C1C[O:46]CC1>>[O:29]=[C:28]1[CH2:30][CH2:31][C:32](=[O:33])[N:27]1[O:26][C:22](=[O:46])[CH2:11][CH2:7][N:6]1[C:1](=[O:13])[CH:2]=[CH:4][C:5]1=[O:12] |f:1.2|. Procedure details: Malimidopropionic acid (500 mg) was dissolved in dry THF (15 ml). TSTU (790 mg) and DIPEA (0.62 ml) was added. The mixture was stirred at room temperature under nitrogen over night. The yellow thick suspension was concentrated. The residue was dissolved in DCM and extracted with 0.1 N HCl (2×) and brine (1×). The organic layer was dried (Na2SO4) and concentrated to give a white solid. LC-MS, M/z: 267.26 (M+1). Reactants: C1(=CC=CC=C1)OC(NC=1C(=NC(=C(C1)CC)C)OC)=O (Phenyl-N-(5-ethyl-2-methoxy-6-methylpyridin-3-yl)carbamate), CC1=C(C=CC=C1C)N1CCNCC1 (1-(2,3-dimethylphenyl)piperazine). Product: C(C)C=1C=C(C(=NC1C)OC)NC(=O)N1CCN(CC1)C1=C(C(=CC=C1)C)C (1-[(5-ethyl-2-methoxy-6-methylpyridin-3-yl)aminocarbonyl]-4-(2,3-dimethylphenyl)piperazine). Isolated yield 82.0%. Reaction SMILES: C1(O[C:8](=[O:21])[NH:9][C:10]2[C:11]([O:19][CH3:20])=[N:12][C:13]([CH3:18])=[C:14]([CH2:16][CH3:17])[CH:15]=2)C=CC=CC=1.[CH3:22][C:23]1[C:28]([CH3:29])=[CH:27][CH:26]=[CH:25][C:24]=1[N:30]1[CH2:35][CH2:34][NH:33][CH2:32][CH2:31]1>>[CH2:16]([C:14]1[CH:15]=[C:10]([NH:9][C:8]([N:33]2[CH2:34][CH2:35][N:30]([C:24]3[CH:25]=[CH:26][CH:27]=[C:28]([CH3:29])[C:23]=3[CH3:22])[CH2:31][CH2:32]2)=[O:21])[C:11]([O:19][CH3:20])=[N:12][C:13]=1[CH3:18])[CH3:17]. Procedure: Phenyl-N-(5-ethyl-2-methoxy-6-methylpyridin-3-yl)carbamate and 1-(2,3-dimethylphenyl)piperazine were reacted by the same way with the example 1 to obtain the titled compound. Starting materials: O=C([O-])[O-], CN(C)C=O, [Cl-], CC#CCOc1cc(Cl)ncn1, Oc1c(F)cccc1F, [K+], [K+], [NH4+]. The product is CC#CCOc1cc(Oc2c(F)cccc2F)ncn1. As a reaction SMILES: [C:13](=[O:14])([O-:15])[O-:16].[CH3:30][N:31]([CH3:32])[CH:33]=[O:34].[Cl-:28].[Cl:1][c:2]1[n:3][cH:4][n:5][c:6]([O:8][CH2:9][C:10]#[C:11][CH3:12])[cH:7]1.[F:19][c:20]1[c:21]([OH:27])[c:22]([F:26])[cH:23][cH:24][cH:25]1.[K+:17].[K+:18].[NH4+:29]>>[c:2]1([O:27][c:21]2[c:20]([F:19])[cH:25][cH:24][cH:23][c:22]2[F:26])[n:3][cH:4][n:5][c:6]([O:8][CH2:9][C:10]#[C:11][CH3:12])[cH:7]1. Reactants: Cl (hydrochloric acid), C([O-])([O-])=O.[K+].[K+] (potassium carbonate), ice, N(=O)[O-].[Na+] (sodium nitrite), NC=1C=C(C=CC1N1CCN(CC1)C(=O)OCC)C=1C(CC(NN1)=O)C (6-[3-amino-4-(4-ethoxycarbonylpiperazin-1-yl)-phenyl]-4,5-dihydro-5-methyl-3(2H)-pyridazinone), Cl (hydrochloric acid). Reagents/catalysts: [Cu]Cl (copper-(I) chloride). Solvent: O (water), O (water). Reaction conditions: temperature 50 celsius. Yields the product ClC=1C=C(C=CC1N1CCN(CC1)C(=O)OCC)C=1C(CC(NN1)=O)C (6-[3-chloro-4-(4-ethoxycarbonylpiperazin-1-yl)phenyl]-4,5-dihydro-5-methyl-3(2H)-pyridazinone). Yield: 38.0%. As a reaction SMILES: N([O-])=O.[Na+].N[C:6]1[CH:7]=[C:8]([C:23]2[CH:24]([CH3:30])[CH2:25][C:26](=[O:29])[NH:27][N:28]=2)[CH:9]=[CH:10][C:11]=1[N:12]1[CH2:17][CH2:16][N:15]([C:18]([O:20][CH2:21][CH3:22])=[O:19])[CH2:14][CH2:13]1.C(=O)([O-])[O-].[K+].[K+].[ClH:37]>O.[Cu]Cl>[Cl:37][C:6]1[CH:7]=[C:8]([C:23]2[CH:24]([CH3:30])[CH2:25][C:26](=[O:29])[NH:27][N:28]=2)[CH:9]=[CH:10][C:11]=1[N:12]1[CH2:17][CH2:16][N:15]([C:18]([O:20][CH2:21][CH3:22])=[O:19])[CH2:14][CH2:13]1 |f:0.1,3.4.5|. Procedure details: An ice cold solution of 0.9 g (8.5 mmol) of sodium nitrite in 5 ml of water is added dropwise over a period of 10 minutes to a solution of 3.0 g (8.3 mmol) of 6-[3-amino-4-(4-ethoxycarbonylpiperazin-1-yl)-phenyl]-4,5-dihydro-5-methyl-3(2H)-pyridazinone in 7 ml of conc. hydrochloric acid and 3 ml of water at -5° C. The resulting reaction mixture is then added to a solution of 1.29 g (13 mmol) of copper-(I) chloride in 5 ml of conc. hydrochloric acid which is at 0° C. When evolution of gas has cea... Reactants: Cl.CC=1C=C(CNC2CCCN3C(C4=C(C(=C23)C2=CC=CC=C2)C=C(C(=C4)C)C)=O)C=C(C1)C (1-(3,5-Dimethylbenzylamino)-1,2,3,4-tetrahydro-8,9-dimethyl-6-oxo-11-phenyl-6H-benzo[b]quinolizine hydrochloride), C=O (formalin), [BH4-].[Na+] (sodium borohydride). Product: CC1=CC2=C(C(=C3C(CCCN3C2=O)N(C)CC2=CC(=CC(=C2)C)C)C2=CC=CC=C2)C=C1C (1,2,3,4-Tetrahydro-8,9-dimethyl-1-[N-methyl-(3,5-dimethylbenzyl)amino]-6-oxo-11-phenyl-6H-benzo[b]quinolizine). Reaction SMILES: Cl.[CH3:2][C:3]1[CH:4]=[C:5]([CH:31]=[C:32]([CH3:34])[CH:33]=1)[CH2:6][NH:7][CH:8]1[C:17]2[N:12]([C:13](=[O:30])[C:14]3[CH:27]=[C:26]([CH3:28])[C:25]([CH3:29])=[CH:24][C:15]=3[C:16]=2[C:18]2[CH:23]=[CH:22][CH:21]=[CH:20][CH:19]=2)[CH2:11][CH2:10][CH2:9]1.[CH2:35]=O.[BH4-].[Na+]>>[CH3:28][C:26]1[C:25]([CH3:29])=[CH:24][C:15]2[C:16]([C:18]3[CH:19]=[CH:20][CH:21]=[CH:22][CH:23]=3)=[C:17]3[N:12]([C:13](=[O:30])[C:14]=2[CH:27]=1)[CH2:11][CH2:10][CH2:9][CH:8]3[N:7]([CH2:6][C:5]1[CH:4]=[C:3]([CH3:2])[CH:33]=[C:32]([CH3:34])[CH:31]=1)[CH3:35] |f:0.1,3.4|. Procedure details: The compound obtained in Example 233 and formalin were reacted and treated with sodium borohydride in the same manner as in Example 233 to yield the title compound as colorless crystals. Reactants: COC(=O)c1cc(Br)cnc1OC, O=C([O-])[O-], COB(O)O, CN(C)C=O, [Cs+], [Cs+], c1ccc(P(c2ccccc2)(c2ccccc2)[Pd](P(c2ccccc2)(c2ccccc2)c2ccccc2)(P(c2ccccc2)(c2ccccc2)c2ccccc2)P(c2ccccc2)(c2ccccc2)c2ccccc2)cc1. Product: COC(=O)c1cc(C)cnc1OC. As a reaction SMILES: [Br:1][c:2]1[cH:3][c:4]([C:10](=[O:11])[O:12][CH3:13])[c:5]([O:8][CH3:9])[n:6][cH:7]1.[C:19](=[O:20])([O-:21])[O-:22].[CH3:14][O:15][B:16]([OH:17])[OH:18].[CH3:25][N:26]([CH3:27])[CH:28]=[O:29].[Cs+:23].[Cs+:24].[cH:30]1[cH:31][cH:32][c:33]([P:34]([Pd:35]([P:36]([c:37]2[cH:38][cH:39][cH:40][cH:41][cH:42]2)([c:43]2[cH:44][cH:45][cH:46][cH:47][cH:48]2)[c:49]2[cH:50][cH:51][cH:52][cH:53][cH:54]2)([P:55]([c:56]2[cH:57][cH:58][cH:59][cH:60][cH:61]2)([c:62]2[cH:63][cH:64][cH:65][cH:66][cH:67]2)[c:68]2[cH:69][cH:70][cH:71][cH:72][cH:73]2)[P:74]([c:75]2[cH:76][cH:77][cH:78][cH:79][cH:80]2)([c:81]2[cH:82][cH:83][cH:84][cH:85][cH:86]2)[c:87]2[cH:88][cH:89][cH:90][cH:91][cH:92]2)([c:93]2[cH:94][cH:95][cH:96][cH:97][cH:98]2)[c:99]2[cH:100][cH:101][cH:102][cH:103][cH:104]2)[cH:105][cH:106]1>>[c:2]1([CH3:14])[cH:3][c:4]([C:10](=[O:11])[O:12][CH3:13])[c:5]([O:8][CH3:9])[n:6][cH:7]1. Starting materials: [O-]S(=O)S(=O)[O-].[Na+].[Na+] (Na2S2O4), BrC=1C(=C(C(=NC1)N)[N+](=O)[O-])N1CCN(CC1)CC1=CN=CN1C (5-bromo-4-(4-((1-methyl-1H-imidazol-5-yl)methyl)piperazin-1-yl)-3-nitropyridin-2-amine), CCO (EtOH), O1CCN(CC1)CC1=CC=C(C=O)C=C1 (4-(morpholinomethyl)-benzaldehyde). Reagents/catalysts: N (NH3). The solvent is C(Cl)Cl (DCM), CN(C)C=O (DMF). Run at temperature 85 celsius. Product: BrC=1C(=C2C(=NC1)NC(=N2)C2=CC=C(CN1CCOCC1)C=C2)N2CCN(CC2)CC2=CN=CN2C (4-(4-(6-Bromo-7-(4-((1-methyl-1H-imidazol-5-yl)methyl)piperazin-1-yl)-3H-imidazo[4,5-b]pyridin-2-yl)benzyl)morpholine). RXN SMILES: [Br:1][C:2]1[C:3]([N:12]2[CH2:17][CH2:16][N:15]([CH2:18][C:19]3[N:23]([CH3:24])[CH:22]=[N:21][CH:20]=3)[CH2:14][CH2:13]2)=[C:4]([N+:9]([O-])=O)[C:5]([NH2:8])=[N:6][CH:7]=1.CCO.[O:28]1[CH2:33][CH2:32][N:31]([CH2:34][C:35]2[CH:42]=[CH:41][C:38]([CH:39]=O)=[CH:37][CH:36]=2)[CH2:30][CH2:29]1.[O-]S(S([O-])=O)=O.[Na+].[Na+]>C(Cl)Cl.N.CN(C=O)C>[Br:1][C:2]1[C:3]([N:12]2[CH2:17][CH2:16][N:15]([CH2:18][C:19]3[N:23]([CH3:24])[CH:22]=[N:21][CH:20]=3)[CH2:14][CH2:13]2)=[C:4]2[N:9]=[C:39]([C:38]3[CH:37]=[CH:36][C:35]([CH2:34][N:31]4[CH2:32][CH2:33][O:28][CH2:29][CH2:30]4)=[CH:42][CH:41]=3)[NH:8][C:5]2=[N:6][CH:7]=1 |f:3.4.5|. Reported procedure: To a mixture of 5-bromo-4-(4-((1-methyl-1H-imidazol-5-yl)methyl)piperazin-1-yl)-3-nitropyridin-2-amine (0.030 g, 0.076 mmol, 1 eq), EtOH (1.95 mL) and DMF (0.29 mL), 4-(morpholinomethyl)-benzaldehyde (0.017 g, 0.083 mmol, 1.1 eq) was added followed by a freshly prepared aqueous solution of Na2S2O4 (1M; 0.23 mL, 0.23 mmol). The reaction mixture was heated at 85° C. for 24 h, then allowed to cool to room temperature and diluted with DCM and a few drops of aqueous NH3 until complete dissolution was...